Task: describe an organic reaction: reactants, conditions, products, and yield. Dataset: the Open Reaction Database (ORD), a public repository of structured organic reaction records The reactants are C(=O)(OCC)C(OC1=C(C=C(C=C1)CN1C(N(C2=C1C=CC=C2)C(=O)OCC)=O)CCC)C2=CC1=C(C=C2)OCO1 (1-[4-(1-carboethoxy-1-(3,4-methylenedioxyphenyl)methoxy)-3-propylphenylmethyl]-3-carboethoxy-2-benzimidazolinone), Cl (hydrochloric acid), solution, [OH-].[Na+] (sodium hydroxide). Solvent: CO (methanol). Run at time 8 hour. Yields the product C(=O)(O)C(OC1=C(C=C(C=C1)CN1C(NC2=C1C=CC=C2)=O)CCC)C2=CC1=C(C=C2)OCO1 (1-[4-(1-carboxy-1-(3,4-methylenedioxyphenyl)methoxy)-3-propylphenylmethyl]-2-benzimidazolinone). Yield: 34.4%. As a reaction SMILES: [C:1]([CH:6]([C:33]1[CH:38]=[CH:37][C:36]2[O:39][CH2:40][O:41][C:35]=2[CH:34]=1)[O:7][C:8]1[CH:13]=[CH:12][C:11]([CH2:14][N:15]2[C:19]3[CH:20]=[CH:21][CH:22]=[CH:23][C:18]=3[N:17](C(OCC)=O)[C:16]2=[O:29])=[CH:10][C:9]=1[CH2:30][CH2:31][CH3:32])([O:3]CC)=[O:2].[OH-].[Na+].Cl>CO>[C:1]([CH:6]([C:33]1[CH:38]=[CH:37][C:36]2[O:39][CH2:40][O:41][C:35]=2[CH:34]=1)[O:7][C:8]1[CH:13]=[CH:12][C:11]([CH2:14][N:15]2[C:19]3[CH:20]=[CH:21][CH:22]=[CH:23][C:18]=3[NH:17][C:16]2=[O:29])=[CH:10][C:9]=1[CH2:30][CH2:31][CH3:32])([OH:3])=[O:2] |f:1.2|. Procedure: The product of step D (0.132 g, 0.24 mmol) was suspended in 2.0 mL of methanol and the flask was placed in a sonicator bath until the contents were completely dissolved. Next, 95 μL of a 5.0 N solution of sodium hydroxide were added and the reaction was stirred at room temperature overnight. The reaction mixture was then adjusted to pH=5-6 with dropwise addition of 6 N hydrochloric acid, and then concentrated in vacuo. The residue was redissolved in methanol, filtered, and evaporated. The mixtur...